This data is from the Open Reaction Database (ORD), a public repository of structured organic reaction records. The task is: describe an organic reaction: reactants, conditions, products, and yield Procedure: A solution of 17β,19-dihydroxy-1α-methyl-4-androsten-3-one in dimethylsulfoxide is added to a solution of potassium t-butoxide in dimethylsulfoxide precooled to 20° C. The reaction mixture is stirred under nitrogen for 10 minutes at room temperature and then poured onto ice cold aqueous ammonium chloride solution with vigorous stirring. The precipitate is rapidly filtered under vacuum, washed well with water and air dried. Crystallization of this residue from an acetone-hexane solution furnishes... Starting materials: O[C@@H]1[C@]2(C)[C@@H](CC1)[C@@H]1CCC3=CC(C[C@@H]([C@]3(CO)[C@H]1CC2)C)=O (17β,19-dihydroxy-1α-methyl-4-androsten-3-one), CC(C)([O-])C.[K+] (potassium t-butoxide). The product is O[C@@H]1[C@]2(C)[C@@H](CC1)[C@@H]1CC=C3CC(C[C@@H]([C@]3(CO)[C@H]1CC2)C)=O (17β,19-dihydroxy-1α-methyl-5-androsten-3-one). The solvent is CS(=O)C (dimethylsulfoxide), CS(=O)C (dimethylsulfoxide). Conditions: time 10 minute. RXN SMILES: [OH:1][C@H:2]1[CH2:7][CH2:6][C@H:5]2[C@H:8]3[C@H:19]([CH2:20][CH2:21][C@:3]12[CH3:4])[C@:16]1([CH2:17][OH:18])[C:11](=[CH:12][C:13](=[O:23])[CH2:14][C@@H:15]1[CH3:22])[CH2:10][CH2:9]3.CC(C)([O-])C.[K+]>CS(C)=O>[OH:1][C@H:2]1[CH2:7][CH2:6][C@H:5]2[C@H:8]3[C@H:19]([CH2:20][CH2:21][C@:3]12[CH3:4])[C@:16]1([CH2:17][OH:18])[C:11]([CH2:12][C:13](=[O:23])[CH2:14][C@@H:15]1[CH3:22])=[CH:10][CH2:9]3 |f:1.2|. Starting materials: BrC1=NC=C(C2=C1SC(=N2)C2=C(C=CC=C2F)Cl)F (4-bromo-2-(2-chloro-6-fluorophenyl)-7-fluorothiazolo[5,4-c]pyridine), CC1=CC(=NC=N1)N (6-methylpyrimidin-4-ylamine), CC1(C2=C(C(=CC=C2)P(C3=CC=CC=C3)C4=CC=CC=C4)OC5=C(C=CC=C51)P(C6=CC=CC=C6)C7=CC=CC=C7)C (XantPhos), C(=O)([O-])[O-].[Cs+].[Cs+] (Cs2CO3). Reagents/catalysts: C=1C=CC(=CC1)/C=C/C(=O)/C=C/C2=CC=CC=C2.C=1C=CC(=CC1)/C=C/C(=O)/C=C/C2=CC=CC=C2.C=1C=CC(=CC1)/C=C/C(=O)/C=C/C2=CC=CC=C2.[Pd].[Pd] (Pd2(dba)3). Run in O1CCOCC1 (dioxane). Conditions: temperature 70 celsius. Yields the product ClC1=C(C(=CC=C1)F)C=1SC=2C(=NC=C(C2N1)F)NC1=NC=NC(=C1)C ([2-(2-Chloro-6-fluorophenyl)-7-fluorothiazolo[5,4-c]pyridin-4-yl]-(6-methylpyrimidin-4-yl)-amine). Yield: 42.1%. As a reaction SMILES: Br[C:2]1[C:7]2[S:8][C:9]([C:11]3[C:16]([F:17])=[CH:15][CH:14]=[CH:13][C:12]=3[Cl:18])=[N:10][C:6]=2[C:5]([F:19])=[CH:4][N:3]=1.[CH3:20][C:21]1[N:26]=[CH:25][N:24]=[C:23]([NH2:27])[CH:22]=1.CC1(C)C2C(=C(P(C3C=CC=CC=3)C3C=CC=CC=3)C=CC=2)OC2C(P(C3C=CC=CC=3)C3C=CC=CC=3)=CC=CC1=2.C([O-])([O-])=O.[Cs+].[Cs+]>O1CCOCC1.C1C=CC(/C=C/C(/C=C/C2C=CC=CC=2)=O)=CC=1.C1C=CC(/C=C/C(/C=C/C2C=CC=CC=2)=O)=CC=1.C1C=CC(/C=C/C(/C=C/C2C=CC=CC=2)=O)=CC=1.[Pd].[Pd]>[Cl:18][C:12]1[CH:13]=[CH:14][CH:15]=[C:16]([F:17])[C:11]=1[C:9]1[S:8][C:7]2[C:2]([NH:27][C:23]3[CH:22]=[C:21]([CH3:20])[N:26]=[CH:25][N:24]=3)=[N:3][CH:4]=[C:5]([F:19])[C:6]=2[N:10]=1 |f:3.4.5,7.8.9.10.11|. Procedure details: A mixture of 4-bromo-2-(2-chloro-6-fluorophenyl)-7-fluorothiazolo[5,4-c]pyridine (0.09 g, 0.25 mmol), 6-methylpyrimidin-4-ylamine (0.027 g, 0.25 mmol), XantPhos (0.015 g, 0.025 mmol) and Cs2CO3 (0.206 g, 0.625 mmol) in dioxane (2 mL) was degassed with a stream of argon. Pd2(dba)3 (0.012 g, 0.0125 mmol) was added and the reaction mixture was heated in a sealed vial at 70° C. for 5 hours. After allowing to cool to room temperature, a stream of argon was bubbled through the suspension and additiona... Reaction SMILES: [Cl:1][C:2]1[CH:7]=[CH:6][C:5]([Mg]Cl)=[CH:4][CH:3]=1.[O:10]=[C:11]1[CH2:16][CH2:15][CH:14]([C:17]([O:19][CH2:20][CH3:21])=[O:18])[CH2:13][CH2:12]1.Cl>CCOCC>[Cl:1][C:2]1[CH:7]=[CH:6][C:5]([C:11]2([OH:10])[CH2:12][CH2:13][CH:14]([C:17]([O:19][CH2:20][CH3:21])=[O:18])[CH2:15][CH2:16]2)=[CH:4][CH:3]=1. Starting materials: ClC1=CC=C(C=C1)[Mg]Cl (4-chlorophenylmagnesium chloride), O=C1CCC(CC1)C(=O)OCC (ethyl 4-oxo-cyclohexanecarboxylate), Cl (HCl). Procedure details: Slowly add 4-chlorophenylmagnesium chloride (5.9 mL of 1M solution) to a solution of ethyl 4-oxo-cyclohexanecarboxylate (1.0 g) in Et2O at 0° C. After 1 h, pour the reaction mixture into 1N HCl and extract with Et2O. Separate the organic layer, wash with water, brine and concentrate to give ethyl 4-(4-chlorophenyl)-4-hydroxy-cyclohexanecarboxylate (1.75 g) which is used without purification in the next step. The product is ClC1=CC=C(C=C1)C1(CCC(CC1)C(=O)OCC)O (ethyl 4-(4-chlorophenyl)-4-hydroxy-cyclohexanecarboxylate). Run at time 1 hour. Solvent: CCOCC (Et2O). Reactants: CC1=CC=C(C(C(=O)O)=C1)N (5-methylanthranilic acid), C(C=1C(N)=CC=CC1)(=O)O (anthranilic acid). The product is C(=O)(O)C1=C(C=CC(=C1)C)NC1C(=O)OCC1 (α[(2-carboxy-4-methylphenyl)amino]-γ-butyrolactone). Reaction SMILES: [CH3:1][C:2]1[CH:10]=[C:6]([C:7]([OH:9])=[O:8])[C:5]([NH2:11])=[CH:4][CH:3]=1.[C:12]([OH:21])(=[O:20])[C:13]1C(=CC=[CH:18][CH:19]=1)N>>[C:7]([C:6]1[CH:10]=[C:2]([CH3:1])[CH:3]=[CH:4][C:5]=1[NH:11][CH:13]1[CH2:19][CH2:18][O:21][C:12]1=[O:20])([OH:9])=[O:8]. Reported procedure: In the method of the Reference Example 1, 5-methylanthranilic acid was reacted in the place of anthranilic acid to obtain α[(2-carboxy-4-methylphenyl)amino]-γ-butyrolactone, melting point: 199°-200° C.